This data is from the Open Reaction Database (ORD), a public repository of structured organic reaction records. The task is: describe an organic reaction: reactants, conditions, products, and yield Starting materials: O (water), (2R)-glycidyl-tosylate, C(C)OC(=O)C1CCNCC1 (piperidine-4-carboxylic acid ethyl ester), C([O-])([O-])=O.[K+].[K+] (potassium carbonate), C(C)#N (acetonitrile). The product is C(C)OC(=O)C1CCN(CC1)C[C@@H]1OC1 ((2S)-l-oxiran-2-ylmethyl-piperidine-4-carboxylic acid ethyl ester). RXN SMILES: [CH2:1]([O:3][C:4]([CH:6]1[CH2:11][CH2:10][NH:9][CH2:8][CH2:7]1)=[O:5])[CH3:2].[C:12](=[O:15])([O-])[O-].[K+].[K+].O.[C:19](#N)[CH3:20]>>[CH2:1]([O:3][C:4]([CH:6]1[CH2:11][CH2:10][N:9]([CH2:19][C@H:20]2[CH2:12][O:15]2)[CH2:8][CH2:7]1)=[O:5])[CH3:2] |f:1.2.3|. Procedure details: A mixture of 5.7 g (2R)-glycidyl-tosylate (Fluka GmbH), 4 ml piperidine-4-carboxylic acid ethyl ester and 3.5 g potassium carbonate in 100 ml acetonitrile is heated for 2 h under reflux. After cooling the reaction mixture is admixed with 50 ml water and extracted three times each with 50 ml methylene chloride and 50 ml diethyl ether. After drying the combined organic phases over sodium sulfate and removing the solvent on a rotary evaporator, the residue is purified by means of column chromatogra... The reactants are BrC=1C=C2C=CC=NC2=C(C1)[N+](=O)[O-] (6-bromo-8-nitro-quinoline), [OH-].[Na+] (NaOH). The reagents and catalysts are [Fe] (iron). The solvent is CCO.CC(=O)O.O (EtOH HOAc H2O). Yields the product BrC=1C=C2C=CC=NC2=C(C1)N (6-Bromo-8-amino-quinoline). Isolated yield 905.1%. As a reaction SMILES: [Br:1][C:2]1[CH:3]=[C:4]2[C:9](=[C:10]([N+:12]([O-])=O)[CH:11]=1)[N:8]=[CH:7][CH:6]=[CH:5]2.[OH-].[Na+]>CCO.CC(O)=O.O.[Fe]>[Br:1][C:2]1[CH:3]=[C:4]2[C:9](=[C:10]([NH2:12])[CH:11]=1)[N:8]=[CH:7][CH:6]=[CH:5]2 |f:1.2,3.4.5|. Reported procedure: To a solution of 6-bromo-8-nitro-quinoline (4 g, 1.58 mmol) in EtOH/HOAc/H2O (50 mL/50 mL/25 mL) was added iron metal (3.18 g, 5.69 mmol). The resulting solution was heated at reflux for 3 hours. The cooled reaction mixture was neutralized with 2.5 N NaOH, filtered through celite to remove iron solids and washed with EtOAc. The eluent was extracted into EtOAc (3×200 mL), combined, dried over NASO4 and concentrated. The resulting oil was purified by column chromatography (40% EtOAc/hexanes) affor... Reactants: CN(C)c1ccc(C2(O)CCC(=O)CC2)cn1, O=C(CNC(=O)c1cccc(C(F)(F)F)c1)NC1CNC1. Yields the product CN(C)c1ccc(C2(O)CCC(N3CC(NC(=O)CNC(=O)c4cccc(C(F)(F)F)c4)C3)CC2)cn1. As a reaction SMILES: [CH3:1][N:2]([c:3]1[cH:4][cH:5][c:6]([C:9]2([OH:16])[CH2:10][CH2:11][C:12](=[O:15])[CH2:13][CH2:14]2)[cH:7][n:8]1)[CH3:17].[NH:18]1[CH2:19][CH:20]([NH:22][C:23](=[O:24])[CH2:25][NH:26][C:27]([c:28]2[cH:29][c:30]([C:34]([F:35])([F:36])[F:37])[cH:31][cH:32][cH:33]2)=[O:38])[CH2:21]1>>[CH3:1][N:2]([c:3]1[cH:4][cH:5][c:6]([C:9]2([OH:16])[CH2:10][CH2:11][CH:12]([N:18]3[CH2:19][CH:20]([NH:22][C:23](=[O:24])[CH2:25][NH:26][C:27]([c:28]4[cH:29][c:30]([C:34]([F:35])([F:36])[F:37])[cH:31][cH:32][cH:33]4)=[O:38])[CH2:21]3)[CH2:13][CH2:14]2)[cH:7][n:8]1)[CH3:17]. Reactants: [N-]=[N+]=[N-].C(CCC)[N+](CCCC)(CCCC)CCCC (tetrabutylammonium azide), BrCC(=O)C1=C(C=CC=C1)[N+](=O)[O-] (2-Bromo-2′-nitroacetophenone), ice water. RXN SMILES: Br[CH2:2][C:3]([C:5]1[CH:10]=[CH:9][CH:8]=[CH:7][C:6]=1[N+:11]([O-:13])=[O:12])=[O:4].[N-:14]=[N+:15]=[N-:16].C([N+](CCCC)(CCCC)CCCC)CCC>C(#N)C>[N:14]([CH2:2][C:3]([C:5]1[CH:10]=[CH:9][CH:8]=[CH:7][C:6]=1[N+:11]([O-:13])=[O:12])=[O:4])=[N+:15]=[N-:16] |f:1.2|. Run at time 30 minute. Yields the product N(=[N+]=[N-])CC(=O)C1=C(C=CC=C1)[N+](=O)[O-] (2-azido-2′-nitroacetophenone). Reported procedure: 2-Bromo-2′-nitroacetophenone (2.69 g, 11.0 mmol) in acetonitrile (20 mL) was cooled to 0° C. under nitrogen and treated with tetrabutylammonium azide (3.29 g, 11.6 mmol, TCI America, Portland, Oreg.) in acetonitrile (20 mL) dropwise. After stirring at room temperature for 30 minutes, the solution was poured into ice water (100 mL) and extracted with diethyl ether (3×30 mL). The extracts were combined, dried over magnesium sulfate, and the volatiles were removed by evaporation under reduced press... The solvent is C(C)#N (acetonitrile), C(C)#N (acetonitrile). Isolated yield 96.6%.